The task is: describe an organic reaction: reactants, conditions, products, and yield. This data is from the Open Reaction Database (ORD), a public repository of structured organic reaction records. The reactants are CCOC(=O)C1=Cc2c(Br)c(Cl)c(Cl)c(OC)c2OC1C(F)(F)F, C1COCCO1, CB1OB(C)OB(C)O1, [K+], [K+], O=C([O-])[O-], c1ccc(P(c2ccccc2)(c2ccccc2)[Pd](P(c2ccccc2)(c2ccccc2)c2ccccc2)(P(c2ccccc2)(c2ccccc2)c2ccccc2)P(c2ccccc2)(c2ccccc2)c2ccccc2)cc1. Product: CCOC(=O)C1=Cc2c(C)c(Cl)c(Cl)c(OC)c2OC1C(F)(F)F. As a reaction SMILES: [Br:16][c:17]1[c:18]2[c:23]([c:24]([O:29][CH3:30])[c:25]([Cl:28])[c:26]1[Cl:27])[O:22][CH:21]([C:31]([F:32])([F:33])[F:34])[C:20]([C:35](=[O:36])[O:37][CH2:38][CH3:39])=[CH:19]2.[CH2:40]1[O:41][CH2:42][CH2:43][O:44][CH2:45]1.[CH3:7][B:8]1[O:9][B:10]([CH3:11])[O:12][B:13]([CH3:14])[O:15]1.[K+:1].[K+:2].[O-:3][C:4]([O-:5])=[O:6].[cH:46]1[cH:47][cH:48][c:49]([P:50]([Pd:51]([P:52]([c:53]2[cH:54][cH:55][cH:56][cH:57][cH:58]2)([c:59]2[cH:60][cH:61][cH:62][cH:63][cH:64]2)[c:65]2[cH:66][cH:67][cH:68][cH:69][cH:70]2)([P:71]([c:72]2[cH:73][cH:74][cH:75][cH:76][cH:77]2)([c:78]2[cH:79][cH:80][cH:81][cH:82][cH:83]2)[c:84]2[cH:85][cH:86][cH:87][cH:88][cH:89]2)[P:90]([c:91]2[cH:92][cH:93][cH:94][cH:95][cH:96]2)([c:97]2[cH:98][cH:99][cH:100][cH:101][cH:102]2)[c:103]2[cH:104][cH:105][cH:106][cH:107][cH:108]2)([c:109]2[cH:110][cH:111][cH:112][cH:113][cH:114]2)[c:115]2[cH:116][cH:117][cH:118][cH:119][cH:120]2)[cH:121][cH:122]1>>[CH3:4][c:17]1[c:18]2[c:23]([c:24]([O:29][CH3:30])[c:25]([Cl:28])[c:26]1[Cl:27])[O:22][CH:21]([C:31]([F:32])([F:33])[F:34])[C:20]([C:35](=[O:36])[O:37][CH2:38][CH3:39])=[CH:19]2. Reactants: ClC1=C(C=CC=C1)C1=NCC(NC2=C1C=C(C(=C2)F)F)=S (5-(2-chlorophenyl)-1,3-dihydro-7,8-difluoro-2H-1,4-benzodiazepin-2-thione), [H-].[Na+] (sodium hydride), COCCO (2-methoxyethanol). Run in C(C)(=O)OCC (ethyl acetate). Run at temperature 120 celsius. The product is ClC1=C(C=CC=C1)C1=NCC(NC2=C1C=C(C(=C2)OCCOC)F)=S (5-(2-chlorophenyl)-1,3-dihydro-7-fluoro-8-methoxyethoxy-2H-1,4-benzodiazepin-2-thione). As a reaction SMILES: [Cl:1][C:2]1[CH:7]=[CH:6][CH:5]=[CH:4][C:3]=1[C:8]1[C:14]2[CH:15]=[C:16]([F:20])[C:17](F)=[CH:18][C:13]=2[NH:12][C:11](=[S:21])[CH2:10][N:9]=1.[H-].[Na+].[CH3:24][O:25][CH2:26][CH2:27][OH:28]>C(OCC)(=O)C>[Cl:1][C:2]1[CH:7]=[CH:6][CH:5]=[CH:4][C:3]=1[C:8]1[C:14]2[CH:15]=[C:16]([F:20])[C:17]([O:28][CH2:27][CH2:26][O:25][CH3:24])=[CH:18][C:13]=2[NH:12][C:11](=[S:21])[CH2:10][N:9]=1 |f:1.2|. Procedure: A mixture of 1.0 g (0.0031 mole) of 5-(2-chlorophenyl)-1,3-dihydro-7,8-difluoro-2H-1,4-benzodiazepin-2-thione (IImm), 0.372 g of sodium hydride and 20 mL of 2-methoxyethanol was heated in a microwave vessel at 120° C. for 30 minutes, cooled and then diluted with ethyl acetate. The mixture was washed successively with water and brine, dried over anhydrous sodium sulfate, filtered and concentrated under reduced pressure. The residue was triturated with ethyl acetate to give 0.74 g of 5-(2-chloroph... Reactants: C(C)(C)(C)OC(=O)NC[C@@H](C)C1=C(NC2=CC=C(C=C12)C(C(=O)O)(C)C)C1=CC(=CC(=C1)C)C ((S)-2-[3-(2-tert-butoxycarbonylamino-1-methylethyl)-2-(3,5-dimethylphenyl)-1H-indol-5-yl]-2-methylpropionic acid), ON1N=NC2=C1C=CC=C2 (1-hydroxybenzotriazole), Cl.CN(CCCN=C=NCC)C (1-(3-dimethylaminopropyl)-3-ethylcarbodiimide hydrochloride), Cl.C12CCC(CC1)N2 (7-aza-bicyclo[2.2.1]heptane hydrochloride). The solvent is C(C)N(CC)CC (triehtylamine). Reaction conditions: time 21 hour. The product is C(C)(C)(C)OC(NC[C@@H](C)C1=C(NC2=CC=C(C=C12)C(C(=O)N1C2CCC1CC2)(C)C)C2=CC(=CC(=C2)C)C)=O ((S)-{2-[5-[2-(7-azabicyclo[2.2.1]hept-7-yl)-1,1-dimethyl-2-oxo-ethyl]-2-(3,5-dimethylphenyl)-1H-indol-3-yl]-propyl}-carbamic acid tert-butyl ester). Isolated yield 88.9%. As a reaction SMILES: [C:1]([O:5][C:6]([NH:8][CH2:9][C@H:10]([C:12]1[C:20]2[C:15](=[CH:16][CH:17]=[C:18]([C:21]([CH3:26])([CH3:25])[C:22](O)=[O:23])[CH:19]=2)[NH:14][C:13]=1[C:27]1[CH:32]=[C:31]([CH3:33])[CH:30]=[C:29]([CH3:34])[CH:28]=1)[CH3:11])=[O:7])([CH3:4])([CH3:3])[CH3:2].O[N:36]1[C:40]2[CH:41]=[CH:42][CH:43]=[CH:44][C:39]=2N=N1.Cl.CN(C)CCCN=C=NCC.Cl.C12NC(CC1)CC2>C(N(CC)CC)C>[C:1]([O:5][C:6](=[O:7])[NH:8][CH2:9][C@H:10]([C:12]1[C:20]2[C:15](=[CH:16][CH:17]=[C:18]([C:21]([CH3:26])([CH3:25])[C:22]([N:36]3[CH:43]4[CH2:44][CH2:39][CH:40]3[CH2:41][CH2:42]4)=[O:23])[CH:19]=2)[NH:14][C:13]=1[C:27]1[CH:32]=[C:31]([CH3:33])[CH:30]=[C:29]([CH3:34])[CH:28]=1)[CH3:11])([CH3:2])([CH3:3])[CH3:4] |f:2.3,4.5|. Reported procedure: To a stirred solution of (S)-2-[3-(2-tert-butoxycarbonylamino-1-methylethyl)-2-(3,5-dimethylphenyl)-1H-indol-5-yl]-2-methylpropionic acid (2.5 g in 25 mL dry methylene chloride) at 0° C. was added 1-hydroxybenzotriazole (1.0 g) and 1-(3-dimethylaminopropyl)-3-ethylcarbodiimide hydrochloride (1.24 g) and the reagents allowed to mix for 1 hour. At this time a solution of 7-aza-bicyclo[2.2.1]heptane hydrochloride (1.44 g) was added followed by 1.5 mL triehtylamine and the reaction stirred at room t... The reactants are O=C1N[C@@]2(CO1)C[C@@H](CC2)C2=CC=C(C=C2)CC(=O)OC(C)(C)C (tert-butyl 2-(4-((5R,7R)-2-oxo-3-oxa-1-azaspiro[4.4]nonan-7-yl)phenyl)acetate), ice, [Cl-].[Al+3].[Cl-].[Cl-] (aluminum chloride), O=C1N[C@@]2(CO1)C[C@@H](CC2)C2=CC=C(C=C2)CC(=O)O (2-(4-((5R,7R)-2-oxo-3-oxa-1-azaspiro[4.4]nonan-7-yl)phenyl)acetic acid), FC(C(=O)O)(F)F (trifluoroacetic acid), C(C(=O)Cl)(=O)Cl (oxalyl chloride), C1(CCCC2=CC=CC=C12)=O (tetralone). The reagents and catalysts are CN(C)C=O (DMF). The solvent is C(Cl)Cl (DCM), C(Cl)Cl (DCM), C(Cl)Cl (DCM). Reaction conditions: time 1 hour. The product is O=C1CC=2C=CC(=CC2CC1)[C@H]1C[C@@]2(COC(N2)=O)CC1 ((5R,7R)-7-(6-oxo-5,6,7,8-tetrahydronaphthalen-2-yl)-3-oxa-1-azaspiro[4.4]nonan-2-one). Isolated yield 51.9%. Reaction SMILES: [O:1]=[C:2]1[O:6][CH2:5][C@:4]2([CH2:10][CH2:9][C@@H:8]([C:11]3[CH:16]=[CH:15][C:14]([CH2:17][C:18]([O:20]C(C)(C)C)=O)=[CH:13][CH:12]=3)[CH2:7]2)[NH:3]1.F[C:26](F)(F)[C:27](O)=O.O=C1OC[C@]2(CC[C@@H](C3C=CC(CC(O)=O)=CC=3)C2)N1.C(Cl)(=O)C(Cl)=O.[Cl-].[Al+3].[Cl-].[Cl-].C1(=O)C2C(=CC=CC=2)CCC1>C(Cl)Cl.CN(C=O)C>[O:20]=[C:18]1[CH2:27][CH2:26][C:13]2[CH:12]=[C:11]([C@@H:8]3[CH2:9][CH2:10][C@@:4]4([NH:3][C:2](=[O:1])[O:6][CH2:5]4)[CH2:7]3)[CH:16]=[CH:15][C:14]=2[CH2:17]1 |f:4.5.6.7|. Procedure details: The brown liquid tert-butyl 2-(4-((5R,7R)-2-oxo-3-oxa-1-azaspiro[4.4]nonan-7-yl)phenyl)acetate (I-7A, 2.35 g, 7.09 mmol) was dissolved in DCM (60 mL) followed by the addition of trifluoroacetic acid (20 mL, 260 mmol). The reaction mixture was stirred at room temperature for 1 h at which time the solvent was removed under reduced pressure. The resulting material was diluted in DCM (60 mL), purified by acid/base extraction and placed under vacuum for 1 h. The resulting brown gum 2-(4-((5R,7R)-2-ox...